The task is: describe an organic reaction: reactants, conditions, products, and yield. This data is from the Open Reaction Database (ORD), a public repository of structured organic reaction records. Starting materials: [Li]C(C)(C)C, CN(C)C=O, COc1cccc(Cl)n1, C1CCOC1. Product: COc1nc(Cl)ccc1C=O. RXN SMILES: [C:10]([Li:11])([CH3:12])([CH3:13])[CH3:14].[CH3:15][N:16]([CH:17]=[O:18])[CH3:19].[Cl:1][c:2]1[n:3][c:4]([O:8][CH3:9])[cH:5][cH:6][cH:7]1.[O:20]1[CH2:21][CH2:22][CH2:23][CH2:24]1>>[Cl:1][c:2]1[n:3][c:4]([O:8][CH3:9])[c:5]([CH:17]=[O:18])[cH:6][cH:7]1. Reactants: C(=O)([O-])[O-].[K+].[K+] (K2CO3), CC=1C=C2C(C(NC2=CC1)=O)=O (5-Methylisatin), C(C)(=O)OCC (ethyl acetate). Solvent: CC(=O)C (acetone). Conditions: time 24 hour. Product: OC1(C(NC2=CC=C(C=C12)C)=O)CC(C)=O (3-Hydroxy-5-methyl-3-(2-oxo-propyl)-1,3-dihydro-indol-2-one). As a reaction SMILES: [CH3:1][C:2]1[CH:3]=[C:4]2[C:8](=[CH:9][CH:10]=1)[NH:7][C:6](=[O:11])[C:5]2=[O:12].[C:13]([O-])([O-])=O.[K+].[K+].C([O:22][CH2:23][CH3:24])(=O)C>CC(C)=O>[OH:12][C:5]1([CH2:13][C:23](=[O:22])[CH3:24])[C:4]2[C:8](=[CH:9][CH:10]=[C:2]([CH3:1])[CH:3]=2)[NH:7][C:6]1=[O:11] |f:1.2.3|. Procedure details: 5-Methylisatin 45 (10 mmol, Lancaster, order no. 8009) was dissolved in acetone 46 (50 ml), K2CO3 (138 mg, 1 mmol) was added, and the mixture was stirred at room temperature for 24 hours. The course of the reaction was monitored by TLC (eluent: ethyl acetate). The reaction solution was worked up by concentrating to 40 ml in vacuo, during which the product started to precipitate. To complete the precipitation the solution was cooled to approx. 10° C. in a refrigerator overnight. The product which... Starting materials: S(O)(O)(=O)=O (sulphuric acid), C(CCC)[Li] (n-butyllithium), S1C=CC=C1 (thiophene), COC=1C=C(C=O)C=C(C1OC)[N+](=O)[O-] (3,4-dimethoxy-5-nitrobenzaldehyde). Run in O1CCCC1 (tetrahydrofuran), O1CCCC1 (tetrahydrofuran). Reaction conditions: time 30 minute. Yields the product COC=1C=C(C=C(C1OC)[N+](=O)[O-])C(O)C=1SC=CC1 (α-(3,4-dimethoxy-5-nitrophenyl)-2-thiophenemethanol). As a reaction SMILES: C([Li])CCC.[S:6]1[CH:10]=[CH:9][CH:8]=[CH:7]1.[CH3:11][O:12][C:13]1[CH:14]=[C:15]([CH:18]=[C:19]([N+:23]([O-:25])=[O:24])[C:20]=1[O:21][CH3:22])[CH:16]=[O:17].S(=O)(=O)(O)O>O1CCCC1>[CH3:11][O:12][C:13]1[CH:14]=[C:15]([CH:16]([C:7]2[S:6][CH:10]=[CH:9][CH:8]=2)[OH:17])[CH:18]=[C:19]([N+:23]([O-:25])=[O:24])[C:20]=1[O:21][CH3:22]. Procedure details: 18.8 ml of n-butyllithium solution (1.6M in hexane) are added dropwise at -50° within 10 minutes to 4.03 g of thiophene dissolved in 40 ml of tetrahydrofuran. After stirring at -50° for 30 minutes 6.3 g of 3,4-dimethoxy-5-nitrobenzaldehyde dissolved in 100 ml of tetrahydrofuran are added dropwise within 30 minutes. The reaction mixture is stirred at -50° for 1 hour at 0° for 30 minutes and poured into 100 ml of 2N sulphuric acid. The mixture is extracted three times with 100 ml of ether each tim... The reactants are amino, [H][H] (hydrogen), C(C1=CC=CC=C1)N(C1CCN(CC1)C1=C(C=C(C=C1)N1C(O[C@H](C1)CNC(C)=O)=O)F)CC1=CC=CC=C1 ((S)-N-{3-[4-(4-dibenzylamino-piperidin-1-yl)-3-fluoro-phenyl]-2-oxo-oxazolidin-5-ylmethyl}-acetamide), compound. Reagents/catalysts: [OH-].[OH-].[Pd+2] (palladium hydroxide on carbon). Solvent: CO (methanol). Yields the product NC1CCN(CC1)C1=C(C=C(C=C1)N1C(O[C@H](C1)CNC(C)=O)=O)F ((S)-N-{3-[4-(4-amino-piperidin-1-yl)-3-fluoro-phenyl]-2-oxo-oxazolidin-5-ylmethyl}-acetamide). The yield is 100.0%. Reaction SMILES: C([N:8](CC1C=CC=CC=1)[CH:9]1[CH2:14][CH2:13][N:12]([C:15]2[CH:20]=[CH:19][C:18]([N:21]3[CH2:25][C@H:24]([CH2:26][NH:27][C:28](=[O:30])[CH3:29])[O:23][C:22]3=[O:31])=[CH:17][C:16]=2[F:32])[CH2:11][CH2:10]1)C1C=CC=CC=1.[H][H]>[OH-].[OH-].[Pd+2].CO>[NH2:8][CH:9]1[CH2:10][CH2:11][N:12]([C:15]2[CH:20]=[CH:19][C:18]([N:21]3[CH2:25][C@H:24]([CH2:26][NH:27][C:28](=[O:30])[CH3:29])[O:23][C:22]3=[O:31])=[CH:17][C:16]=2[F:32])[CH2:13][CH2:14]1 |f:2.3.4|. Procedure: Using the amino compound, (S)-N-{3-[4-(4-dibenzylamino-piperidin-1-yl)-3-fluoro-phenyl]-2-oxo-oxazolidin-5-ylmethyl}-acetamide (Compound No. 5) was synthesized by the same method as in Example 1. To a methanol solution (200 ml) of this compound (5.28 g), palladium hydroxide on carbon (20%, 3.3 g) was added and the mixture was stirred at room temperature under 3 atm hydrogen atmosphere. Palladium hydroxide on carbon was filtered off and the filtrate was concentrated under vacuum to afford the tit...